From a dataset of the Open Reaction Database (ORD), a public repository of structured organic reaction records. describe an organic reaction: reactants, conditions, products, and yield Product: N1CCC(CC1)N1C=NC(=C1C1=NC(=NC=C1)N)C1=CC=C(C=C1)F (1-(4-piperidinyl)-4-(4-fluorophenyl)-5-[2-(amino)-4-pyrimdinyl]imidazole). Reaction conditions: temperature 115 celsius, time 16.5 hour. Procedure: To a solution of the ketoimidazole prepared in Example 2 above (1.4 g, 3.89 mmol) in 5 mL of toluene was added N,N-dimethylformamide dimethyl acetal (1.04 mL, 0.93 g, 7.80 mmol) and the solution was heated at 115° C. for 4 h. At this time, TLC and HPLC indicated no starting material and the solution was cooled to 80 ° C. and 2-propanol (25 mL), guanidine·HCl (1.49 g, 15.6 mmol) and K2CO3 (2.15 g, 15.6 mmol) were added. After 16.5 hours, HPLC indicated that the reaction was 60% complete. Ethanol ... Isolated yield 34.0%. Reaction SMILES: C(OC([N:6]1[CH2:11][CH2:10][CH:9]([N:12]2[C:16]([C:17](=O)[CH3:18])=[C:15]([C:20]3[CH:25]=[CH:24][C:23]([F:26])=[CH:22][CH:21]=3)[N:14]=[CH:13]2)[CH2:8][CH2:7]1)=O)C.[CH3:27]OC(OC)N(C)C.[NH2:35][C:36]([NH2:38])=[NH:37].Cl.C([O-])([O-])=O.[K+].[K+].[OH-].[K+]>C1(C)C=CC=CC=1.O.C(O)C.CC(O)C>[NH:6]1[CH2:11][CH2:10][CH:9]([N:12]2[C:16]([C:17]3[CH:18]=[CH:27][N:35]=[C:36]([NH2:38])[N:37]=3)=[C:15]([C:20]3[CH:21]=[CH:22][C:23]([F:26])=[CH:24][CH:25]=3)[N:14]=[CH:13]2)[CH2:8][CH2:7]1 |f:2.3,4.5.6,7.8|. Reactants: [OH-].[K+] (KOH), C(C)OC(=O)N1CCC(CC1)N1C=NC(=C1C(C)=O)C1=CC=C(C=C1)F (1 -(1-Ethoxycarbonyl-4-piperidinyl)-4-(4-fluorophenyl)-5-acetylimidazole), COC(N(C)C)OC (N,N-dimethylformamide dimethyl acetal), NC(=N)N.Cl (guanidine·HCl), C(=O)([O-])[O-].[K+].[K+] (K2CO3), [OH-].[K+] (KOH), [OH-].[K+] (KOH). The solvent is C1(=CC=CC=C1)C (toluene), C(C)O (Ethanol), O (water), CC(C)O (2-propanol), O (water). Reactants: solid, Cl.Cl.O1C=C(C=C2C1=CC=C2)C2N(CCCC2)CC[C@@H]2CC[C@H](CC2)N (trans-4-[2-(4-benzofuran-3-yl-piperidin-1-yl)-ethyl]-cyclohexylamine dihydrochloride), Cl.Cl.O1C=C(C=C2C1=CC=C2)C2N(CCCC2)CC[C@@H]2CC[C@H](CC2)N (trans-4-[2-(4-benzofuran-3-yl-piperidin-1-yl)-ethyl]-cyclohexylamine dihydrochloride), C(C(C)C)(=O)O (isobutyric acid). The product is O1C=C(C=C2C1=CC=C2)C2N(CCCC2)CC[C@@H]2CC[C@H](CC2)NC(C(C)C)=O (trans-N-{4-[2-(4-Benzofuran-3-yl-piperidin-1-yl)-ethyl]-cyclohexyl}-isobutyramide). RXN SMILES: Cl.Cl.[O:3]1[C:8]2=[CH:9][CH:10]=[CH:11][C:7]2=[CH:6][C:5]([CH:12]2[CH2:17][CH2:16][CH2:15][CH2:14][N:13]2[CH2:18][CH2:19][C@H:20]2[CH2:25][CH2:24][C@H:23]([NH2:26])[CH2:22][CH2:21]2)=[CH:4]1.[C:27](O)(=[O:31])[CH:28]([CH3:30])[CH3:29]>>[O:3]1[C:8]2=[CH:9][CH:10]=[CH:11][C:7]2=[CH:6][C:5]([CH:12]2[CH2:17][CH2:16][CH2:15][CH2:14][N:13]2[CH2:18][CH2:19][C@H:20]2[CH2:21][CH2:22][C@H:23]([NH:26][C:27](=[O:31])[CH:28]([CH3:30])[CH3:29])[CH2:24][CH2:25]2)=[CH:4]1 |f:0.1.2|. Procedure details: The title compound, off-white solid (70 mg, 70%), MS (ISP) m/z=397.3 [(M+H)+], mp 173° C., was prepared in accordance with the general method of example 1 from trans-4-[2-(4-benzofuran-3-yl-piperidin-1-yl)-ethyl]-cyclohexylamine dihydrochloride (intermediate A) (100 mg, 0.25 mmol) and isobutyric acid. Starting materials: ClC=1SC(=C2C1CCC2=O)C2=C(C=CC=C2)F (1-chloro-3-(2-fluorophenyl)-5,6-dihydro-4H-cyclopenta(c)thiophene-4-one), N1=CC=C(C=C1)B(O)O (4-pyridineboronic acid), C(=O)(O)[O-].[Na+] (NaHCO3). The reagents and catalysts are C1=CC=C(C=C1)P(C2=CC=CC=C2)C3=CC=CC=C3.C1=CC=C(C=C1)P(C2=CC=CC=C2)C3=CC=CC=C3.Cl[Pd]Cl (bis(triphenylphosphine)palladium(II)chloride). Run in COCCOC (DME). Product: FC1=C(C=CC=C1)C1=C2C(=C(S1)C1=CC=NC=C1)CCC2=O (3-(2-Fluorophenyl)-1-(4-pyridyl)-5,6-dihydro-4H-cyclopenta(c)thiophene-4-one). Isolated yield 91.2%. As a reaction SMILES: Cl[C:2]1[S:3][C:4]([C:11]2[CH:16]=[CH:15][CH:14]=[CH:13][C:12]=2[F:17])=[C:5]2[C:9](=[O:10])[CH2:8][CH2:7][C:6]=12.[N:18]1[CH:23]=[CH:22][C:21](B(O)O)=[CH:20][CH:19]=1.C([O-])(O)=O.[Na+]>COCCOC.C1C=CC(P(C2C=CC=CC=2)C2C=CC=CC=2)=CC=1.C1C=CC(P(C2C=CC=CC=2)C2C=CC=CC=2)=CC=1.Cl[Pd]Cl>[F:17][C:12]1[CH:13]=[CH:14][CH:15]=[CH:16][C:11]=1[C:4]1[S:3][C:2]([C:21]2[CH:22]=[CH:23][N:18]=[CH:19][CH:20]=2)=[C:6]2[CH2:7][CH2:8][C:9](=[O:10])[C:5]=12 |f:2.3,5.6.7|. Procedure: To a stirred solution of 1-chloro-3-(2-fluorophenyl)-5,6-dihydro-4H-cyclopenta(c)thiophene-4-one (118 mg, 0.443 mmol) in DME (7.5 mL) was added 4-pyridineboronic acid (130 mg, 1.06 mmol), saturated aqueous NaHCO3 solution (2.5 mL) and bis(triphenylphosphine)palladium(II)chloride (100 mg, 0.14 mmol) at room temperature under nitrogen. The mixture was heated at reflux temperature for 20 hours. The whole was extracted with ethyl acetate (50 mL×2), and the combined organic layers were washed with br... Run at temperature 0 celsius, time 2 hour. The product is C(C)(C)(C)OC(=O)N1CC=C(CC1)CCO (2-(1-tert-butoxycarbonyl-1,2,5,6-tetrahydropyridin-4-yl)ethanol). Procedure details: A solution of 300 mg of (1-tert-butoxycarbonylpiperidin-4-ylidene)acetic acid ethyl ester (which had been prepared by Horner-Wittig reaction of commercially available 1-tert-butoxycarbonyl-4-piperidone and triethyl phosphonoacetate by the method known per se) in 30 ml of tetrahydrofuran was cooled to −78° C., to which 1.3 ml of a tetrahydrofuran solution (1.5 M) of lithium diisopropylamide was added and stirred for 15 minutes. Thereafter 150 μl of acetic acid was added, and the system was warmed... RXN SMILES: C([O:3][C:4](=O)[CH2:5][C:6]1[CH2:11][CH2:10][N:9]([C:12]([O:14][C:15]([CH3:18])([CH3:17])[CH3:16])=[O:13])[CH2:8][CH:7]=1)C.[H-].[Al+3].[Li+].[H-].[H-].[H-].O.O.O.O.O.O.O.O.O.O.S([O-])([O-])(=O)=O.[Na+].[Na+]>O1CCCC1>[C:15]([O:14][C:12]([N:9]1[CH2:10][CH2:11][C:6]([CH2:5][CH2:4][OH:3])=[CH:7][CH2:8]1)=[O:13])([CH3:18])([CH3:17])[CH3:16] |f:1.2.3.4.5.6,7.8.9.10.11.12.13.14.15.16.17.18.19|. Reactants: [H-].[Al+3].[Li+].[H-].[H-].[H-] (lithium aluminium hydride), C(C)OC(CC1=CCN(CC1)C(=O)OC(C)(C)C)=O ((1-tert-butoxycarbonyl-1,2,5,6-tetrahydropyridin-4-yl)acetic acid ethyl ester), O.O.O.O.O.O.O.O.O.O.S(=O)(=O)([O-])[O-].[Na+].[Na+] (sodium sulfate decahydrate). Run in O1CCCC1 (tetrahydrofuran). The product is ClC1=C(C=NC2=CC(=CC=C12)OC)C#N (4-Chloro-7-methoxy -3-quinolinecarbonitrile). Procedure: A mixture of 4.0 g (20 mmol) of 1,4-dihydro-7-methoxy-4-oxo-3-quinolinecarbonitrile and 8.3 g (40 mmol) of phosphorous pentachloride was heated at 165° C. for 3 hours. The mixture was diluted with hexanes and the solid was collected. The solid was mixed with brine and dilute sodium hydroxide solution and extracted several times with a mixture of tetrahydrofuran and ethyl acetate. The solution was dried over magnesium sulfate and filtered through a pad of silica gel giving 3.7 g of 4-chloro-7-met... Starting materials: COC1=CC=C2C(C(=CNC2=C1)C#N)=O (1,4-dihydro-7-methoxy-4-oxo-3-quinolinecarbonitrile), P(Cl)(Cl)(Cl)(Cl)Cl (phosphorous pentachloride). The solvent is hexanes. As a reaction SMILES: [CH3:1][O:2][C:3]1[CH:12]=[C:11]2[C:6]([C:7](=O)[C:8]([C:13]#[N:14])=[CH:9][NH:10]2)=[CH:5][CH:4]=1.P(Cl)(Cl)(Cl)(Cl)[Cl:17]>>[Cl:17][C:7]1[C:6]2[C:11](=[CH:12][C:3]([O:2][CH3:1])=[CH:4][CH:5]=2)[N:10]=[CH:9][C:8]=1[C:13]#[N:14]. Reaction conditions: temperature 165 celsius.